Dataset: the Open Reaction Database (ORD), a public repository of structured organic reaction records. Task: describe an organic reaction: reactants, conditions, products, and yield The reactants are CN(CC1=CC=C(C=C1)C)CCOC(CC(=O)C)=O (acetoacetic acid β-(N-methyl-N-p-methylbenzylamino)ethyl ester), Cl (hydrogen chloride), COC(\C=C(\C)/N)=O (β-aminocrotonic acid methyl ester), FC(C=1C=C(C=O)C=CC1)(F)F (m-trifluoromethyl benzaldehyde). The solvent is CC(=O)C (acetone), C(C)(C)O (isopropyl alcohol), C(C)O (ethanol). Yields the product Cl.CN(CC1=CC=C(C=C1)C)CCOC(=O)C=1C(C(=C(NC1C)C)C(=O)OC)C1=CC(=CC=C1)C(F)(F)F (2,6-dimethyl-4-(3'-trifluoromethylphenyl)-1,4-dihydropyridine-3,5-dicarboxylic acid 3-methyl ester 5-β-(N-methyl-N-p-methylbenzylamino)ethyl ester hydrochloride). Reaction SMILES: [CH3:1][N:2]([CH2:11][CH2:12][O:13][C:14](=[O:19])[CH2:15][C:16]([CH3:18])=O)[CH2:3][C:4]1[CH:9]=[CH:8][C:7]([CH3:10])=[CH:6][CH:5]=1.[CH3:20][O:21][C:22](=[O:27])/[CH:23]=[C:24](\[NH2:26])/[CH3:25].[F:28][C:29]([F:39])([F:38])[C:30]1[CH:31]=[C:32]([CH:35]=[CH:36][CH:37]=1)[CH:33]=O.[ClH:40]>CC(C)=O.C(O)C.C(O)(C)C>[ClH:40].[CH3:1][N:2]([CH2:11][CH2:12][O:13][C:14]([C:15]1[CH:33]([C:32]2[CH:35]=[CH:36][CH:37]=[C:30]([C:29]([F:28])([F:38])[F:39])[CH:31]=2)[C:23]([C:22]([O:21][CH3:20])=[O:27])=[C:24]([CH3:25])[NH:26][C:16]=1[CH3:18])=[O:19])[CH2:3][C:4]1[CH:9]=[CH:8][C:7]([CH3:10])=[CH:6][CH:5]=1 |f:7.8|. Procedure details: In 3 ml. of isopropyl alcohol were dissolved 1.07 g. of acetoacetic acid β-(N-methyl-N-p-methylbenzylamino)ethyl ester, 0.466 g, of β-aminocrotonic acid methyl ester, and 0.705 g. of m-trifluoromethyl benzaldehyde and the solution was refluxed for 6 hours. The reaction mixture was concentrated, subjected to a silica gel column chromatography (diameter 4 cm, height 15 cm.), and then the effluents containing the aimed product obtained were collected and concentrated. The residue thus obtained was ... Starting materials: S1C(=CC=C1)CCNC1=CC=C(C(=O)OCC)C=C1 (ethyl 4-[2-(2-thienyl)-ethylamino]benzoate), Cl (hydrochloric acid), [OH-].[K+] (potassium hydroxide), C(C)O (ethanol). Solvent: O (water). Yields the product S1C(=CC=C1)CCNC1=CC=C(C(=O)O)C=C1 (4-[2-(2-Thienyl)ethylamino]benzoic Acid). As a reaction SMILES: [S:1]1[CH:5]=[CH:4][CH:3]=[C:2]1[CH2:6][CH2:7][NH:8][C:9]1[CH:19]=[CH:18][C:12]([C:13]([O:15]CC)=[O:14])=[CH:11][CH:10]=1.[OH-].[K+].C(O)C.Cl>O>[S:1]1[CH:5]=[CH:4][CH:3]=[C:2]1[CH2:6][CH2:7][NH:8][C:9]1[CH:19]=[CH:18][C:12]([C:13]([OH:15])=[O:14])=[CH:11][CH:10]=1 |f:1.2|. Procedure details: A mixture of 29.7 g. of crude ethyl 4-[2-(2-thienyl)-ethylamino]benzoate, 20 g. of potassium hydroxide and 200 ml. of 95% ethanol is refluxed for 3 hours. The solution is diluted with 100 ml. of water and adjusted to pH 6 with concentrated hydrochloric acid. The mixture is cooled, filtered and the solid washed with ethanol-water (1:1) to give a solid. The solid is heated with 200 ml. of ethanol, filtered and the filtrate concentrated. Purification gives the product, m.p. 163°-165° C. Reactants: COC1=CC=C(OC=2C=NC=NC2)C=C1 (5-(p-Methoxyphenoxy)pyrimidine), B(Br)(Br)Br (boron tribromide). Run in ClCCl (dichloromethane). Reaction conditions: time 8 hour. Yields the product OC1=CC=C(OC=2C=NC=NC2)C=C1 (5-(p-hydroxyphenoxy)pyrimidine). Isolated yield 5.6%. Reaction SMILES: C[O:2][C:3]1[CH:15]=[CH:14][C:6]([O:7][C:8]2[CH:9]=[N:10][CH:11]=[N:12][CH:13]=2)=[CH:5][CH:4]=1.B(Br)(Br)Br>ClCCl>[OH:2][C:3]1[CH:15]=[CH:14][C:6]([O:7][C:8]2[CH:13]=[N:12][CH:11]=[N:10][CH:9]=2)=[CH:5][CH:4]=1. Procedure details: 5-(p-Methoxyphenoxy)pyrimidine (7.7 g) was dissolved in dichloromethane and the solution, maintained at a temperature of -70° to -78° C., was treated by the dropwise addition of boron tribromide (7 ml). The stirred solution was allowed to warm to room temperature and after standing overnight the dichloromethane solution was washed with a cold saturated aqueous solution of sodium bicarbonate (100 ml). The dichloromethane solution was then dried, treated with charcoal and the solvent removed by di...